Dataset: the Open Reaction Database (ORD), a public repository of structured organic reaction records. Task: describe an organic reaction: reactants, conditions, products, and yield Reactants: C(C)(C)(C)OC(N[C@H]1[C@H]([C@@H](CCC1)SCC1=C(C=C(C=C1C)C)C)O[Si](C)(C)C(C)(C)C)=O ([(1R,2R,3R)-2-(tert-butyl-dimethyl-silanyloxy)-3-(2,4,6-trimethyl-benzylsulfanyl)-cyclohexyl]-carbamic acid tert-butyl ester), C(C)I (ethyl iodide). The product is C(C)(C)(C)OC(N(CC)[C@H]1[C@H]([C@@H](CCC1)SCC1=C(C=C(C=C1C)C)C)O[Si](C)(C)C(C)(C)C)=O ([(1R,2R,3R)-2-(tert-butyl-dimethyl-silanyloxy)-3-(2,4,6-trimethyl-benzylsulfanyl)-cyclohexyl]-ethyl-carbamic acid tert-butyl ester). As a reaction SMILES: [C:1]([O:5][C:6](=[O:33])[NH:7][C@@H:8]1[CH2:13][CH2:12][CH2:11][C@@H:10]([S:14][CH2:15][C:16]2[C:21]([CH3:22])=[CH:20][C:19]([CH3:23])=[CH:18][C:17]=2[CH3:24])[C@@H:9]1[O:25][Si:26]([C:29]([CH3:32])([CH3:31])[CH3:30])([CH3:28])[CH3:27])([CH3:4])([CH3:3])[CH3:2].[CH2:34](I)[CH3:35]>>[C:1]([O:5][C:6](=[O:33])[N:7]([C@@H:8]1[CH2:13][CH2:12][CH2:11][C@@H:10]([S:14][CH2:15][C:16]2[C:17]([CH3:24])=[CH:18][C:19]([CH3:23])=[CH:20][C:21]=2[CH3:22])[C@@H:9]1[O:25][Si:26]([C:29]([CH3:32])([CH3:31])[CH3:30])([CH3:27])[CH3:28])[CH2:34][CH3:35])([CH3:4])([CH3:2])[CH3:3]. Procedure details: A solution of [(1R,2R,3R)-2-(tert-butyl-dimethyl-silanyloxy)-3-(2,4,6-trimethyl-benzylsulfanyl)-cyclohexyl]-carbamic acid tert-butyl ester+(1S,2S,3S) diastereomer (3.0 g, 6.08 mmol) was treated with ethyl iodide according to the method of Example 7 Step A. After work up and chromatography of the reaction mixture (silica, cyclohexane/ethyl acetate=3/1) [(1R,2R,3R)-2-(tert-butyl-dimethyl-silanyloxy)-3-(2,4,6-trimethyl-benzylsulfanyl)-cyclohexyl]-ethyl-carbamic acid tert-butyl ester+(1S,2S,3S) dias... Isolated yield 78.0%. Reactants: COC(CN(CC(=O)OC)C1=CC(=CC(=C1)OCCCCCCCCCCCCCCCCCC)O)=O (N-[3-hydroxy-5-(octadecyloxy)phenyl]-N-(2-methoxy-2-oxoethyl)glycine methyl ester), Cl.ClCC1=NC2=CC=CC=C2C=C1 (2-(chloromethyl)quinoline hydrochloride), C([O-])([O-])=O (carbonate), [I-].[Na+] (sodium iodide). The solvent is CC(=O)C (acetone), CN(C)C=O (DMF). Reaction SMILES: [CH3:1][O:2][C:3](=[O:37])[CH2:4][N:5]([C:11]1[CH:16]=[C:15]([O:17][CH2:18][CH2:19][CH2:20][CH2:21][CH2:22][CH2:23][CH2:24][CH2:25][CH2:26][CH2:27][CH2:28][CH2:29][CH2:30][CH2:31][CH2:32][CH2:33][CH2:34][CH3:35])[CH:14]=[C:13]([OH:36])[CH:12]=1)[CH2:6][C:7]([O:9][CH3:10])=[O:8].Cl.Cl[CH2:40][C:41]1[CH:50]=[CH:49][C:48]2[C:43](=[CH:44][CH:45]=[CH:46][CH:47]=2)[N:42]=1.C(=O)([O-])[O-].[I-].[Na+]>CC(C)=O.CN(C=O)C>[CH3:1][O:2][C:3](=[O:37])[CH2:4][N:5]([CH2:6][C:7]([O:9][CH3:10])=[O:8])[C:11]1[CH:12]=[C:13]([O:36][CH2:40][C:41]2[CH:50]=[CH:49][C:48]3[C:43](=[CH:44][CH:45]=[CH:46][CH:47]=3)[N:42]=2)[CH:14]=[C:15]([O:17][CH2:18][CH2:19][CH2:20][CH2:21][CH2:22][CH2:23][CH2:24][CH2:25][CH2:26][CH2:27][CH2:28][CH2:29][CH2:30][CH2:31][CH2:32][CH2:33][CH2:34][CH3:35])[CH:16]=1 |f:1.2,4.5|. The product is COC(CN(C1=CC(=CC(=C1)OCC1=NC2=CC=CC=C2C=C1)OCCCCCCCCCCCCCCCCCC)CC(=O)OC)=O (N-(2-methoxy-2-oxoethyl)-N-[3-(octadecyloxy)-5-[(2-quinolinyl)methoxy]phenyl]glycine methyl ester). Reported procedure: A mixture of 1.5 g (2.9 mmol) of N-[3-hydroxy-5-(octadecyloxy)phenyl]-N-(2-methoxy-2-oxoethyl)glycine methyl ester, 0.935 g (4.35 mmol) of 2-(chloromethyl)quinoline hydrochloride (Lancaster Organic Research Chemicals), 2.0 g (14.5 mmol) ofpotassium carbonate and 0.435 g (2.9 mmol) of sodium iodide in 100 ml of acetone and 20 ml of DMF was stirred at reflux under argon for 24 hours. The solvents were removed at reduced pressure and the residue was treated with water and the product was extracted ...